From a dataset of the Open Reaction Database (ORD), a public repository of structured organic reaction records. describe an organic reaction: reactants, conditions, products, and yield Starting materials: ClC(CNC1=CC(=CC=C1)C(F)(F)F)C (N-(β-chloropropyl)-3-trifluoromethyl-aniline), FC(C=1C=C(N)C=CC1)(F)F (3-trifluoromethylaniline), ( c ). The product is FC(C=1C=C(C=CC1)NCC(C)NC1=CC(=CC=C1)C(F)(F)F)(F)F (1,2-bis(3'-trifluoromethylphenyl-amino)propane). Isolated yield 76.6%. RXN SMILES: Cl[CH:2]([CH3:15])[CH2:3][NH:4][C:5]1[CH:10]=[CH:9][CH:8]=[C:7]([C:11]([F:14])([F:13])[F:12])[CH:6]=1.[F:16][C:17]([F:26])([F:25])[C:18]1[CH:19]=[C:20]([CH:22]=[CH:23][CH:24]=1)[NH2:21]>>[F:12][C:11]([F:14])([F:13])[C:7]1[CH:6]=[C:5]([NH:4][CH2:3][CH:2]([NH:21][C:20]2[CH:22]=[CH:23][CH:24]=[C:18]([C:17]([F:16])([F:25])[F:26])[CH:19]=2)[CH3:15])[CH:10]=[CH:9][CH:8]=1. Procedure details: N-(β-chloropropyl)-3-trifluoromethyl-aniline is reacted with 3-trifluoromethylaniline as described in Example 16, point (c) to obtain 1,2-bis(3'-trifluoromethylphenyl-amino)propane with a yield of 76.6%. The dihydrochloride of this base melts at 116°-120° C.